From a dataset of the Open Reaction Database (ORD), a public repository of structured organic reaction records. describe an organic reaction: reactants, conditions, products, and yield As a reaction SMILES: [Br:1][N:2]1[C:3](=[O:4])[CH2:5][CH2:6][C:7]1=[O:8].[CH3:27][C:28]#[N:29].[Cl:9][c:10]1[c:11]([NH2:12])[cH:13][cH:14][c:15]([C:17]([C:18]([F:19])([F:20])[Br:21])([C:22]([F:23])([F:24])[F:25])[F:26])[cH:16]1>>[Br:1][c:10]1[c:11]([NH2:12])[cH:13][cH:14][c:15]([C:17]([C:18]([F:19])([F:20])[Br:21])([C:22]([F:23])([F:24])[F:25])[F:26])[cH:16]1. The reactants are O=C1CCC(=O)N1Br, CC#N, Nc1ccc(C(F)(C(F)(F)F)C(F)(F)Br)cc1Cl. Product: Nc1ccc(C(F)(C(F)(F)F)C(F)(F)Br)cc1Br. Starting materials: CCOC(=O)c1cc(=O)c2cc3c(c(CC4CO4)c2o1)CCCC3, C1COCCO1, O, O=S(=O)(O)O. The product is CCOC(=O)c1cc(=O)c2cc3c(c(CC(O)CO)c2o1)CCCC3. As a reaction SMILES: [O:1]1[CH:2]([CH2:3][c:4]2[c:5]3[c:10]([cH:11][c:12]4[c:13]2[o:14][c:15]([C:19](=[O:20])[O:21][CH2:22][CH3:23])[cH:16][c:17]4=[O:18])[CH2:9][CH2:8][CH2:7][CH2:6]3)[CH2:24]1.[O:31]1[CH2:32][CH2:33][O:34][CH2:35][CH2:36]1.[OH2:25].[S:26]([OH:27])(=[O:28])(=[O:29])[OH:30]>>[OH:1][CH:2]([CH2:3][c:4]1[c:5]2[c:10]([cH:11][c:12]3[c:13]1[o:14][c:15]([C:19](=[O:20])[O:21][CH2:22][CH3:23])[cH:16][c:17]3=[O:18])[CH2:9][CH2:8][CH2:7][CH2:6]2)[CH2:24][OH:27].